Task: describe an organic reaction: reactants, conditions, products, and yield. Dataset: the Open Reaction Database (ORD), a public repository of structured organic reaction records Starting materials: C(C)O (ethanol), ClP(C1=CC=CC=C1)C1=CC=CC=C1 (chloro(diphenyl)phosphine), N (ammonia). Product: C1(=CC=CC=C1)P(OC)C1=CC=CC=C1 (methyl diphenylphosphinite). Yield: 72.9%. As a reaction SMILES: [CH2:1]([OH:3])C.Cl[P:5]([C:12]1[CH:17]=[CH:16][CH:15]=[CH:14][CH:13]=1)[C:6]1[CH:11]=[CH:10][CH:9]=[CH:8][CH:7]=1.N>>[C:12]1([P:5]([C:6]2[CH:7]=[CH:8][CH:9]=[CH:10][CH:11]=2)[O:3][CH3:1])[CH:13]=[CH:14][CH:15]=[CH:16][CH:17]=1. Procedure: 210 g (6.56 mol) of absolute ethanol are cooled to -15° C. under a nitrogen atmosphere. 200 g (0.907 mol) of chloro(diphenyl)phosphine are then added dropwise at this temperature with vigorous stirring. 18 g (1.06 mol) of ammonia gas are then introduced. The mixture is then stirred without cooling for 10 hours and filtered by suction. The filtrate is freed from methanol and excess ammonia in vacuo. The residue is filtered by suction through a glass frit. 143 g of crude methyl diphenylphosphinite... The reactants are [I-].[K+] (Potassium iodide), II (iodine), S([O-])(O)=O.[Na+] (sodium bisulfite), C1C=CC[C@@]2(C3=CC=CC=C3CC[C@H]12)C(=O)O (Cis-1,9,10,10a-tetrahydro-4a(4H)-phenanthrenecarboxylic acid), C([O-])(O)=O.[Na+] (sodium bicarbonate). The solvent is O (water), O (water). Product: IC1CC2C3(C(OC1C3)=O)C3=CC=CC=C3CC2 (3,4,5,5a,6,7-Hexahydro-4-iodo-1H-3,11b-methanonaphth-[1,2-c]oxepin-1-one). Isolated yield 87.9%. Reaction SMILES: [CH2:1]1[C@@H:14]2[C@@:5]([C:15]([OH:17])=[O:16])([C:6]3[C:11]([CH2:12][CH2:13]2)=[CH:10][CH:9]=[CH:8][CH:7]=3)[CH2:4][CH:3]=[CH:2]1.C(=O)(O)[O-].[Na+].[I-:23].[K+].II.S(=O)(O)[O-].[Na+]>O>[I:23][CH:2]1[CH:3]2[CH2:4][C:5]3([C:6]4[C:11]([CH2:12][CH2:13][CH:14]3[CH2:1]1)=[CH:10][CH:9]=[CH:8][CH:7]=4)[C:15](=[O:17])[O:16]2 |f:1.2,3.4,6.7|. Procedure details: A mixture of the compound from Example 6 (10 g, 44 mmol) and sodium bicarbonate (4 g, 48 mmol) in 150 ml water was heated on a steam bath until a solution was obtained. Potassium iodide (14.6 g, 88 mmol) and iodine (22.4 g, 88 mmol) were dissolved in 150 ml water and added to the reaction mixture via an addition funnel. The reaction mixture was placed in a separatory funnel and shaken with sodium bisulfite and then extracted with methylene chloride. The organic phase was dried over sodium sulfat...